This data is from the Open Reaction Database (ORD), a public repository of structured organic reaction records. The task is: describe an organic reaction: reactants, conditions, products, and yield Starting materials: OCCCBr, Sc1cccc(Br)c1, O=C([O-])[O-], [Cs+], [Cs+], CN(C)C=O. The product is OCCCSc1cccc(Br)c1. Reaction SMILES: [Br:15][CH2:16][CH2:17][CH2:18][OH:19].[Br:1][c:2]1[cH:3][c:4]([SH:8])[cH:5][cH:6][cH:7]1.[C:9](=[O:10])([O-:11])[O-:12].[Cs+:13].[Cs+:14].[O:20]=[CH:21][N:22]([CH3:23])[CH3:24]>>[Br:1][c:2]1[cH:3][c:4]([S:8][CH2:16][CH2:17][CH2:18][OH:19])[cH:5][cH:6][cH:7]1.